This data is from the Open Reaction Database (ORD), a public repository of structured organic reaction records. The task is: describe an organic reaction: reactants, conditions, products, and yield Reactants: CCOC(=O)c1cc(Oc2ccc(S(C)(=O)=O)cc2)c2cc(CN3CCCC3=O)oc2c1, Cn1ccc(N)n1. Product: Cn1ccc(NC(=O)c2cc(Oc3ccc(S(C)(=O)=O)cc3)c3cc(CN4CCCC4=O)oc3c2)n1. As a reaction SMILES: [CH3:8][S:9](=[O:10])(=[O:11])[c:12]1[cH:13][cH:14][c:15]([O:16][c:17]2[cH:18][c:19]([C:33](=[O:34])[O:35][CH2:36][CH3:37])[cH:20][c:21]3[c:22]2[cH:23][c:24]([CH2:26][N:27]2[C:28](=[O:32])[CH2:29][CH2:30][CH2:31]2)[o:25]3)[cH:38][cH:39]1.[NH2:1][c:2]1[n:3][n:4]([CH3:7])[cH:5][cH:6]1>>[NH:1]([c:2]1[n:3][n:4]([CH3:7])[cH:5][cH:6]1)[C:33]([c:19]1[cH:18][c:17]([O:16][c:15]2[cH:14][cH:13][c:12]([S:9]([CH3:8])(=[O:10])=[O:11])[cH:39][cH:38]2)[c:22]2[c:21]([cH:20]1)[o:25][c:24]([CH2:26][N:27]1[C:28](=[O:32])[CH2:29][CH2:30][CH2:31]1)[cH:23]2)=[O:34]. Starting materials: CCOc1ccc(CC#N)cc1OCC, CCO, N. Yields the product CCOc1ccc(CCN)cc1OCC. As a reaction SMILES: [CH2:1]([CH3:2])[O:3][c:4]1[cH:5][c:6]([CH2:7][C:8]#[N:9])[cH:10][cH:11][c:12]1[O:13][CH2:14][CH3:15].[CH3:17][CH2:18][OH:19].[NH3:16]>>[CH2:1]([CH3:2])[O:3][c:4]1[cH:5][c:6]([CH2:7][CH2:8][NH2:9])[cH:10][cH:11][c:12]1[O:13][CH2:14][CH3:15]. Starting materials: FC1=CC2=C(C(=NS2)C2CCNCC2)C=C1 (6-fluoro-3-(4-piperidinyl)-1,2-benzisothiazole), C([O-])([O-])=O.[K+].[K+] (potassium carbonate), BrCCN1C(C=2C(C1=O)=CC=CC2)=O (N-(2-bromoethyl)phthalimide). The solvent is C(C)#N (acetonitrile). The product is FC1=CC2=C(C(=NS2)C2CCN(CC2)CCN2C(C=3C(C2=O)=CC=CC3)=O)C=C1 (N-[2-[4-(6-fluoro-1,2-benzisothiazol-3-yl)-1-piperidinyl]ethyl]phthalimide). RXN SMILES: [F:1][C:2]1[CH:16]=[CH:15][C:5]2[C:6]([CH:9]3[CH2:14][CH2:13][NH:12][CH2:11][CH2:10]3)=[N:7][S:8][C:4]=2[CH:3]=1.C(=O)([O-])[O-].[K+].[K+].Br[CH2:24][CH2:25][N:26]1[C:30](=[O:31])[C:29]2=[CH:32][CH:33]=[CH:34][CH:35]=[C:28]2[C:27]1=[O:36]>C(#N)C>[F:1][C:2]1[CH:16]=[CH:15][C:5]2[C:6]([CH:9]3[CH2:10][CH2:11][N:12]([CH2:24][CH2:25][N:26]4[C:30](=[O:31])[C:29]5=[CH:32][CH:33]=[CH:34][CH:35]=[C:28]5[C:27]4=[O:36])[CH2:13][CH2:14]3)=[N:7][S:8][C:4]=2[CH:3]=1 |f:1.2.3|. Procedure details: A stirred mixture of 6-fluoro-3-(4-piperidinyl)-1,2-benzisothiazole (4.72 g, 0.02 mole), potassium carbonate (4.14 g, 0.03 mole) and N-(2-bromoethyl)phthalimide (6.35 g, 0.0025 mole) in 200 ml of acetonitrile is heated at reflux for 4 hours. The solids are then removed by filtration and the filtrate is concentrated under reduced pressure. The residue is purified by chromatography over silica gel to provide N-[2-[4-(6-fluoro-1,2-benzisothiazol-3-yl)-1-piperidinyl]ethyl]phthalimide. Reactants: ClC(Cl)Cl, O=S(Cl)Cl, OCc1ccc(OCCCCc2ccccc2)cc1. Product: ClCc1ccc(OCCCCc2ccccc2)cc1. As a reaction SMILES: [CH:24]([Cl:25])([Cl:26])[Cl:27].[S:20]([Cl:21])([Cl:22])=[O:23].[c:1]1([CH2:7][CH2:8][CH2:9][CH2:10][O:11][c:12]2[cH:13][cH:14][c:15]([CH2:16][OH:17])[cH:18][cH:19]2)[cH:2][cH:3][cH:4][cH:5][cH:6]1>>[c:1]1([CH2:7][CH2:8][CH2:9][CH2:10][O:11][c:12]2[cH:13][cH:14][c:15]([CH2:16][Cl:22])[cH:18][cH:19]2)[cH:2][cH:3][cH:4][cH:5][cH:6]1. The reactants are CCN(CC)c1ccc(NC(=O)C2(NC(=O)OC(C)(C)C)CCc3ccccc3C2)cc1, ClCCl, O=C(O)C(F)(F)F. The product is CCN(CC)c1ccc(NC(=O)C2(N)CCc3ccccc3C2)cc1. Reaction SMILES: [CH2:1]([CH3:2])[N:3]([c:4]1[cH:5][cH:6][c:7]([NH:10][C:11](=[O:12])[C:13]2([NH:23][C:24](=[O:25])[O:26][C:27]([CH3:28])([CH3:29])[CH3:30])[CH2:14][c:15]3[cH:16][cH:17][cH:18][cH:19][c:20]3[CH2:21][CH2:22]2)[cH:8][cH:9]1)[CH2:31][CH3:32].[Cl:33][CH2:34][Cl:35].[F:36][C:37]([F:38])([F:39])[C:40]([OH:41])=[O:42]>>[CH2:1]([CH3:2])[N:3]([c:4]1[cH:5][cH:6][c:7]([NH:10][C:11](=[O:12])[C:13]2([NH2:23])[CH2:14][c:15]3[cH:16][cH:17][cH:18][cH:19][c:20]3[CH2:21][CH2:22]2)[cH:8][cH:9]1)[CH2:31][CH3:32]. Reactants: NC=1C=CC(=C(C1)[C@]1(N=C(OC[C@@H]1F)N)C)F ((4R,5R)-4-(5-amino-2-fluoro-phenyl)-5-fluoro-4-methyl-5,6-dihydro-4H-[1,3]oxazin-2-ylamine), C1(CC1)C(=O)O (cyclopropanecarboxylic acid). The product is NC=1OC[C@@H]([C@@](N1)(C)C=1C=C(C=CC1F)NC(=O)C1CC1)F (Cyclopropanecarboxylic acid [3-((4R,5R)-2-amino-5-fluoro-4-methyl-5,6-dihydro-4H-[1,3]oxazin-4-yl)-4-fluoro-phenyl]-amide). Reaction SMILES: [NH2:1][C:2]1[CH:3]=[CH:4][C:5]([F:17])=[C:6]([C@:8]2([CH3:16])[C@@H:13]([F:14])[CH2:12][O:11][C:10]([NH2:15])=[N:9]2)[CH:7]=1.[CH:18]1([C:21](O)=[O:22])[CH2:20][CH2:19]1>>[NH2:15][C:10]1[O:11][CH2:12][C@H:13]([F:14])[C@:8]([C:6]2[CH:7]=[C:2]([NH:1][C:21]([CH:18]3[CH2:20][CH2:19]3)=[O:22])[CH:3]=[CH:4][C:5]=2[F:17])([CH3:16])[N:9]=1. Reported procedure: The condensation of (4R,5R)-4-(5-amino-2-fluoro-phenyl)-5-fluoro-4-methyl-5,6-dihydro-4H-[1,3]oxazin-2-ylamine (intermediate A8.2) and cyclopropanecarboxylic acid following procedure I yielded the title compound as a white foam. MS (ISP): m/z=310.2 [M+H]+. The reactants are CC1(C(C1)C(=O)N)C (2,2-dimethylcyclopropanecarboxamide), ( 4A ), O=C(C(=O)O)CCCC(=O)O (2-ketoadipic acid), C(CC(C)C)(=O)OC (methyl isovalerate). The solvent is O (H2O). Run at time 8 hour. Product: CC1(C(C1)C(=O)N\C(\C(=O)O)=C/CCC(=O)O)C (Z-2-(2,2-Dimethylcyclopropanecarboxamido)-2-hexenedioic acid). As a reaction SMILES: [CH3:1][C:2]1([CH3:8])[CH2:4][CH:3]1[C:5]([NH2:7])=[O:6].O=[C:10]([CH2:14][CH2:15][CH2:16][C:17]([OH:19])=[O:18])[C:11]([OH:13])=[O:12].C(OC)(=O)CC(C)C>O>[CH3:1][C:2]1([CH3:8])[CH2:4][CH:3]1[C:5]([NH:7]/[C:10](=[CH:14]\[CH2:15][CH2:16][C:17]([OH:19])=[O:18])/[C:11]([OH:13])=[O:12])=[O:6]. Reported procedure: A mixture of 1.0 g. of 2,2-dimethylcyclopropanecarboxamide, 2.4 g. of 2-ketoadipic acid and 25 ml. of methyl isovalerate was heated under reflux for 4 hrs, with removal of H2O by a modified Dean-Stark trap containing molecular sieves (4A). After standing at room temperature overnight, the crystalline precipitate was filtered, washed with ether and recrystallized from ethyl acetate to give 0.23 g. of product, m.p. 163°-165°. The NMR spectrum was consistent with the desired structure. RXN SMILES: [Br-:42].[CH2:43]([Mg+:44])[c:45]1[cH:46][cH:47][cH:48][cH:49][cH:50]1.[Cl:51][C:52]([Cl:53])([O:54][C:55](=[O:56])[O:57][C:58]([Cl:59])([Cl:60])[Cl:61])[Cl:62].[NH2:1][c:2]1[c:3]([C:15]([CH3:16])([OH:17])[CH2:18][c:19]2[cH:20][cH:21][cH:22][cH:23][cH:24]2)[cH:4][c:5](-[c:8]2[cH:9][c:10]([Cl:14])[cH:11][cH:12][cH:13]2)[cH:6][cH:7]1.[NH2:25][c:26]1[cH:27][cH:28][c:29](-[c:30]2[cH:31][cH:32][cH:33][c:34]([Cl:35])[cH:36]2)[cH:37][c:38]1[C:39]([CH3:40])=[O:41]>>[NH:1]1[c:2]2[c:3]([cH:4][c:5](-[c:8]3[cH:9][c:10]([Cl:14])[cH:11][cH:12][cH:13]3)[cH:6][cH:7]2)[C:15]([CH3:16])([CH2:18][c:19]2[cH:20][cH:21][cH:22][cH:23][cH:24]2)[O:17][C:39]1=[O:41]. Yields the product CC1(Cc2ccccc2)OC(=O)Nc2ccc(-c3cccc(Cl)c3)cc21. Reactants: [Br-], [Mg+]Cc1ccccc1, O=C(OC(Cl)(Cl)Cl)OC(Cl)(Cl)Cl, CC(O)(Cc1ccccc1)c1cc(-c2cccc(Cl)c2)ccc1N, CC(=O)c1cc(-c2cccc(Cl)c2)ccc1N. Starting materials: Cc1ccc(Br)c([N+](=O)[O-])c1, Cc1ccc(Br)c2[nH]ccc12, CC#N, O=C1CCC(=O)N1Cl, [Na+], [OH-]. Yields the product Cc1ccc(Br)c2[nH]cc(Cl)c12. As a reaction SMILES: [Br:20][c:21]1[cH:22][cH:23][c:24]([CH3:25])[cH:26][c:27]1[N+:28]([O-:29])=[O:30].[Br:9][c:10]1[cH:11][cH:12][c:13]([CH3:19])[c:14]2[cH:15][cH:16][nH:17][c:18]12.[CH3:33][C:34]#[N:35].[Cl:1][N:2]1[C:3](=[O:4])[CH2:5][CH2:6][C:7]1=[O:8].[Na+:32].[OH-:31]>>[Cl:1][c:15]1[c:14]2[c:13]([CH3:19])[cH:12][cH:11][c:10]([Br:9])[c:18]2[nH:17][cH:16]1. Yields the product C(#N)C1=CC(=C(CN2N=CC3=CC(=CC=C23)\C=C/2\C(N(C(S2)=O)CC(=O)O)=O)C=C1)C(F)(F)F ([(5Z)-5-({1-[4-Cyano-2-(trifluoromethyl)benzyl]-1H-indazol-5-yl}methylidene)-2,4-dioxo-1,3-thiazolidin-3-yl]acetic acid). Starting materials: C(#N)C1=CC(=C(CN2N=CC3=CC(=CC=C23)\C=C/2\C(NC(S2)=O)=O)C=C1)C(F)(F)F ((5Z)-5-({1-[4-cyano-2-(trifluoromethyl)benzyl]-1H-indazol-5-yl}methylidene)-2,4-dioxo-1,3-thiazolidine), BrCC(=O)OC(C)(C)C (tert-butyl bromoacetate). Procedure details: [(5Z)-5-({1-[4-Cyano-2-(trifluoromethyl)benzyl]-1H-indazol-5-yl}methylidene)-2,4-dioxo-1,3-thiazolidin-3-yl]acetic acid was prepared from [(5Z)-5-({1-[4-cyano-2-(trifluoromethyl)benzyl]-1H-indazol-5-yl}methylidene)-2,4-dioxo-1,3-thiazolidine (from Example 246) and tert-butyl bromoacetate following General Procedure I. RXN SMILES: [C:1]([C:3]1[CH:26]=[CH:25][C:6]([CH2:7][N:8]2[C:16]3[C:11](=[CH:12][C:13](/[CH:17]=[C:18]4/[C:19](=[O:24])[NH:20][C:21](=[O:23])[S:22]/4)=[CH:14][CH:15]=3)[CH:10]=[N:9]2)=[C:5]([C:27]([F:30])([F:29])[F:28])[CH:4]=1)#[N:2].Br[CH2:32][C:33]([O:35]C(C)(C)C)=[O:34]>>[C:1]([C:3]1[CH:26]=[CH:25][C:6]([CH2:7][N:8]2[C:16]3[C:11](=[CH:12][C:13](/[CH:17]=[C:18]4/[C:19](=[O:24])[N:20]([CH2:32][C:33]([OH:35])=[O:34])[C:21](=[O:23])[S:22]/4)=[CH:14][CH:15]=3)[CH:10]=[N:9]2)=[C:5]([C:27]([F:30])([F:29])[F:28])[CH:4]=1)#[N:2].